describe an organic reaction: reactants, conditions, products, and yield From a dataset of the Open Reaction Database (ORD), a public repository of structured organic reaction records. The yield is 51.2%. Conditions: time 1.5 hour. Procedure: Trichloroacetyl isocyanate (1.22 mL, 10.2 mmol) was added dropwise a stirred solution of tert-butyl 4-{[2-(ethoxymethyl)-5-oxido-1-propyl-1H-imidazo[4,5-c]quinolin-8-yl]oxy}piperidine-1-carboxylate (4.5 g, 9.29 mmol) in dichloromethane (90 mL) at room temperature. After 1.5 hours, ammonium hydroxide (4.5 mL) was added and the mixture was allowed to stir for 1 hour. Saturated aqueous sodium carbonate (60 mL) and water (20 mL) were added to the mixture. After 30 minutes, the mixture was transferre... Product: NC1=NC=2C=CC(=CC2C2=C1N=C(N2CCC)COCC)OC2CCN(CC2)C(=O)OC(C)(C)C (tert-butyl 4-{[4-amino-2-(ethoxymethyl)-1-propyl-1H-imidazo[4,5-c]quinolin-8-yl]oxy}piperidine-1-carboxylate). Solvent: O (water), ClCCl (dichloromethane). The reactants are C([O-])([O-])=O.[Na+].[Na+] (sodium carbonate), ClC(C(=O)N=C=O)(Cl)Cl (Trichloroacetyl isocyanate), C(C)OCC=1N(C2=C(C=[N+](C=3C=CC(=CC23)OC2CCN(CC2)C(=O)OC(C)(C)C)[O-])N1)CCC (tert-butyl 4-{[2-(ethoxymethyl)-5-oxido-1-propyl-1H-imidazo[4,5-c]quinolin-8-yl]oxy}piperidine-1-carboxylate), [OH-].[NH4+] (ammonium hydroxide). As a reaction SMILES: ClC(Cl)(Cl)C([N:5]=C=O)=O.[CH2:10]([O:12][CH2:13][C:14]1[N:15]([CH2:42][CH2:43][CH3:44])[C:16]2[C:25]3[CH:24]=[C:23]([O:26][CH:27]4[CH2:32][CH2:31][N:30]([C:33]([O:35][C:36]([CH3:39])([CH3:38])[CH3:37])=[O:34])[CH2:29][CH2:28]4)[CH:22]=[CH:21][C:20]=3[N+:19]([O-])=[CH:18][C:17]=2[N:41]=1)[CH3:11].[OH-].[NH4+].C(=O)([O-])[O-].[Na+].[Na+]>ClCCl.O>[NH2:5][C:18]1[C:17]2[N:41]=[C:14]([CH2:13][O:12][CH2:10][CH3:11])[N:15]([CH2:42][CH2:43][CH3:44])[C:16]=2[C:25]2[CH:24]=[C:23]([O:26][CH:27]3[CH2:32][CH2:31][N:30]([C:33]([O:35][C:36]([CH3:39])([CH3:38])[CH3:37])=[O:34])[CH2:29][CH2:28]3)[CH:22]=[CH:21][C:20]=2[N:19]=1 |f:2.3,4.5.6|.